This data is from the Open Reaction Database (ORD), a public repository of structured organic reaction records. The task is: describe an organic reaction: reactants, conditions, products, and yield Starting materials: IC1=CC2=NC=CC(=C2S1)OC1=CC=C(C=C1)N (4-(2-iodothieno[3,2-b]pyridin-7-yloxy)benzenamine), C1(=CC=CC=C1)B(O)O (phenylboronic acid). Yields the product C1(=CC=CC=C1)C1=CC2=NC=CC(=C2S1)OC1=CC=C(C=C1)N (4-(2-phenylthieno[3,2-b]pyridin-7-yloxy)benzenamine). As a reaction SMILES: I[C:2]1[S:10][C:9]2[C:4](=[N:5][CH:6]=[CH:7][C:8]=2[O:11][C:12]2[CH:17]=[CH:16][C:15]([NH2:18])=[CH:14][CH:13]=2)[CH:3]=1.[C:19]1(B(O)O)[CH:24]=[CH:23][CH:22]=[CH:21][CH:20]=1>>[C:19]1([C:2]2[S:10][C:9]3[C:4](=[N:5][CH:6]=[CH:7][C:8]=3[O:11][C:12]3[CH:17]=[CH:16][C:15]([NH2:18])=[CH:14][CH:13]=3)[CH:3]=2)[CH:24]=[CH:23][CH:22]=[CH:21][CH:20]=1. Procedure details: This compound can be prepared from 4-(2-iodothieno[3,2-b]pyridin-7-yloxy)benzenamine (Example 72, Step A) and phenylboronic acid using the procedure described for Example 94, Step A. The reactants are C(C)(C)(C)NC(=S)NC (1-tert.-butyl-3-methyl-2-thiourea), BrCC(C(C1=CC=CC=C1)C1=CC=CC=C1)=O (3-bromo-1,1-diphenyl-2-propanone). The solvent is CC(=O)C (acetone), CC(=O)C (acetone). Run at time 17 hour. Product: Br.C(C)(C)(C)N=C1SCC(N1C)(O)C(C1=CC=CC=C1)C1=CC=CC=C1 (2-(tert.-Butylimino)-4-diphenylmethyl-3-methyl-4-thiazolidinol hydrobromide). Reaction SMILES: [C:1]([NH:5][C:6]([NH:8][CH3:9])=[S:7])([CH3:4])([CH3:3])[CH3:2].[Br:10][CH2:11][C:12](=[O:26])[CH:13]([C:20]1[CH:25]=[CH:24][CH:23]=[CH:22][CH:21]=1)[C:14]1[CH:19]=[CH:18][CH:17]=[CH:16][CH:15]=1>CC(C)=O>[BrH:10].[C:1]([N:5]=[C:6]1[N:8]([CH3:9])[C:12]([CH:13]([C:20]2[CH:25]=[CH:24][CH:23]=[CH:22][CH:21]=2)[C:14]2[CH:19]=[CH:18][CH:17]=[CH:16][CH:15]=2)([OH:26])[CH2:11][S:7]1)([CH3:4])([CH3:3])[CH3:2] |f:3.4|. Procedure details: A 1.48 g. portion of 1-tert.-butyl-3-methyl-2-thiourea in 75 ml. of acetone is treated with a clarified solution of 2.89 g. of 3-bromo-1,1-diphenyl-2-propanone in 75 ml. of acetone. The mixture is stirred at room temperature for 17 hours. The solid is collected by filtration, washed with acetone and dried at 60° C. in vacuo, giving 2.8 g. of the desired product, m.p. 170°-172° C. (dec.).